Dataset: the Open Reaction Database (ORD), a public repository of structured organic reaction records. Task: describe an organic reaction: reactants, conditions, products, and yield The reactants are S(=O)(Cl)Cl (Thionyl chloride), C(\C=C\CCCCCCC)(=O)O (trans-2-decenoic acid). Product: C(C=CCCCCCCC)(=O)Cl (2-decenoic acid chloride). RXN SMILES: S(Cl)([Cl:3])=O.[C:5]([OH:16])(=O)/[CH:6]=[CH:7]/[CH2:8][CH2:9][CH2:10][CH2:11][CH2:12][CH2:13][CH3:14]>>[C:5]([Cl:3])(=[O:16])[CH:6]=[CH:7][CH2:8][CH2:9][CH2:10][CH2:11][CH2:12][CH2:13][CH3:14]. Procedure details: Thionyl chloride (8 ml) was added to trans-2-decenoic acid (3.4 g, 0.02 mol) followed by refluxing on a hot water bath for 2 hours. An excessive thionyl chloride was evaporated in vacuo to give 2-decenoic acid chloride. Pyridine (1 ml) was added to a solution of N,N-dimethylaminoethanol (2.0 g, 0.022 mol) in tetrahydrofuran (30 ml) followed by dropping into a solution of 2-decenoic acid chloride in tetrahydrofuran (20 ml). The reaction solution was heated to reflux on a hot water bath for 3 hour...